This data is from the Open Reaction Database (ORD), a public repository of structured organic reaction records. The task is: describe an organic reaction: reactants, conditions, products, and yield Starting materials: solution, Cl (hydrochloric acid), C(#N)C1CCN(CC1)C(=O)N1CC(CC(C1)C1=CC=C(C=C1)C(F)(F)F)NC(OC(C)(C)C)=O (tert-Butyl {1-[(4-cyanopiperidin-1-yl)carbonyl]-5-[4-(trifluoromethyl)phenyl]piperidin-3-yl}carbamate). Run in O1CCOCC1 (dioxane). Conditions: time 1 hour. The product is Cl.NC1CN(CC(C1)C1=CC=C(C=C1)C(F)(F)F)C(=O)N1CCC(CC1)C#N (1-({3-Amino-5-[4-(trifluoromethyl)phenyl]piperidin-1-yl}carbonyl)piperidine-4-carbonitrile hydrochloride). RXN SMILES: [ClH:1].[C:2]([CH:4]1[CH2:9][CH2:8][N:7]([C:10]([N:12]2[CH2:17][CH:16]([C:18]3[CH:23]=[CH:22][C:21]([C:24]([F:27])([F:26])[F:25])=[CH:20][CH:19]=3)[CH2:15][CH:14]([NH:28]C(=O)OC(C)(C)C)[CH2:13]2)=[O:11])[CH2:6][CH2:5]1)#[N:3]>O1CCOCC1>[ClH:1].[NH2:28][CH:14]1[CH2:15][CH:16]([C:18]2[CH:23]=[CH:22][C:21]([C:24]([F:27])([F:25])[F:26])=[CH:20][CH:19]=2)[CH2:17][N:12]([C:10]([N:7]2[CH2:6][CH2:5][CH:4]([C:2]#[N:3])[CH2:9][CH2:8]2)=[O:11])[CH2:13]1 |f:3.4|. Procedure: 78 ml of a 4N solution of hydrochloric acid in dioxane were added to 8.30 g (15.7 mmol) of the carbamate from Example 68A having a purity of 91%, and the mixture was stirred at room temperature for 1 h. The reaction solution was concentrated under reduced pressure and the residue was taken up in 1 N hydrochloric acid. After washing with diethyl ether, the organic phase was concentrated under reduced pressure and the residue was taken up in dichloromethane and extracted repeatedly with 1N hydroch... Starting materials: O (water), CS(=O)(=O)OC(CO[Si](C(C)(C)C)(C)C)CCO[Si](C(C)(C)C)(C)C (6-methylsulfonyloxy-2,2,3,3,10,10,11,11-octamethyl-4,9-dioxa-3,10-disiladodecane), CS(=O)(=O)OC(CO[Si](C(C)(C)C)(C)C)CCO[Si](C(C)(C)C)(C)C (6-methylsulfonyloxy-2,2,3,3,10,10,11,11-octamethyl-4,9-dioxa-3,10-disiladodecane), [C-]#N.[Na+] (sodium cyanide). Run in CS(=O)C (DMSO). Reaction conditions: temperature 90 celsius. Yields the product CC(C)(C)[Si](OCCC(C#N)CO[Si](C)(C)C(C)(C)C)(C)C (4-[[(1,1-dimethylethyl)dimethylsilyl]oxy]-2-[[[(1,1-dimethylethyl)dimethylsilyl]oxy]methyl]-butanenitrile). As a reaction SMILES: CS(O[CH:6]([CH2:16][CH2:17][O:18][Si:19]([CH3:25])([CH3:24])[C:20]([CH3:23])([CH3:22])[CH3:21])[CH2:7][O:8][Si:9]([CH3:15])([CH3:14])[C:10]([CH3:13])([CH3:12])[CH3:11])(=O)=O.[C-:26]#[N:27].[Na+].O>CS(C)=O>[CH3:23][C:20]([Si:19]([CH3:24])([CH3:25])[O:18][CH2:17][CH2:16][CH:6]([CH2:7][O:8][Si:9]([C:10]([CH3:11])([CH3:12])[CH3:13])([CH3:14])[CH3:15])[C:26]#[N:27])([CH3:21])[CH3:22] |f:1.2|. Procedure: A mixture of 6-methylsulfonyloxy-2,2,3,3,10,10,11,11-octamethyl-4,9-dioxa-3,10-disiladodecane (i.e. the product of Step B) (59.29 g, 0.144 mol) and sodium cyanide (15.55 g, 0.317 mol) in DMSO was heated at 90° C. (using an oil bath) for 2 h. The reaction mixture was cooled to room temperature, water (500 mL) was added and the mixture was extracted with diethyl ether (4×250 mL). The combined organic layers were washed with saturated aqueous sodium chloride solution (300 mL), dried over magnesium ... The reactants are FC1(CC[C@@H]([C@H](C1)OC1=CC(=C(C=C1C)S(=O)(=O)N(C1=NC=NC=C1)CC1=C(C=C(C=C1)OC)OC)F)C1=CC=NN1COCCOC)F (4-{[(1S*,2R*)-5,5-difluoro-2-{1-[(2-methoxyethoxy)methyl]-1H-pyrazol-5-yl}cyclohexyl]oxy}-N-(2,4-dimethoxybenzyl)-2-fluoro-5-methyl-N-(pyrimidin-4-yl)benzenesulfonamide), C(C)[SiH](CC)CC (triethylsilane). Run in ClC(C)Cl (dichloroethane), FC(C(=O)O)(F)F (trifluoroacetic acid). Reaction conditions: time 4 hour. The product is FC1(CC[C@@H]([C@H](C1)OC1=CC(=C(C=C1C)S(=O)(=O)NC1=NC=NC=C1)F)C1=CC=NN1)F (4-{[(1S*,2R*)-5,5-Difluoro-2-(1H-pyrazol-5-yl)cyclohexyl]oxy}-2-fluoro-5-methyl-N-(pyrimidin-4-yl)benzenesulfonamide). The yield is 71.1%. Reaction SMILES: [F:1][C:2]1([F:49])[CH2:7][C@H:6]([O:8][C:9]2[C:14]([CH3:15])=[CH:13][C:12]([S:16]([N:19](CC3C=CC(OC)=CC=3OC)[C:20]3[CH:25]=[CH:24][N:23]=[CH:22][N:21]=3)(=[O:18])=[O:17])=[C:11]([F:37])[CH:10]=2)[C@@H:5]([C:38]2[N:42](COCCOC)[N:41]=[CH:40][CH:39]=2)[CH2:4][CH2:3]1.C([SiH](CC)CC)C>ClC(Cl)C.FC(F)(F)C(O)=O>[F:49][C:2]1([F:1])[CH2:7][C@H:6]([O:8][C:9]2[C:14]([CH3:15])=[CH:13][C:12]([S:16]([NH:19][C:20]3[CH:25]=[CH:24][N:23]=[CH:22][N:21]=3)(=[O:18])=[O:17])=[C:11]([F:37])[CH:10]=2)[C@@H:5]([C:38]2[NH:42][N:41]=[CH:40][CH:39]=2)[CH2:4][CH2:3]1. Reported procedure: To a solution of the 4-{[(1S*,2R*)-5,5-difluoro-2-{1-[(2-methoxyethoxy)methyl]-1H-pyrazol-5-yl}cyclohexyl]oxy}-N-(2,4-dimethoxybenzyl)-2-fluoro-5-methyl-N-(pyrimidin-4-yl)benzenesulfonamide (265 mg, 0.376 mmol) prepared in Example 155h and triethylsilane (0.50 mL) in dichloroethane (5.0 mL), trifluoroacetic acid (5.0 mL) was added at room temperature, and the reaction solution was stirred for 4 hours. The reaction solution was concentrated, then methanol (15 mL) and 6 M hydrochloric acid (5.0 mL... Reactants: Cl (HCl), CC1=CC=C(C=C1)[O-].[K+] (potassium 4-methylphenolate), ClCC(=O)C1=CC(=C(C(=C1)C(C)C)O)C(C)C (2-chloro-1-(4-hydroxy-3,5-di-isopropylphenyl)-ethanone). Solvent: CN(C=O)C (dimethyl-formamide), CN(C=O)C (dimethylformamide). Run at time 2 hour. Product: OC1=C(C=C(C=C1C(C)C)C(COC1=CC=C(C=C1)C)=O)C(C)C (1-(4-hydroxy-3,5-di-isopropylphenyl)-2-p-tolyloxy-ethanone). Yield: 36.0%. RXN SMILES: [CH3:1][C:2]1[CH:7]=[CH:6][C:5]([O-:8])=[CH:4][CH:3]=1.[K+].Cl[CH2:11][C:12]([C:14]1[CH:19]=[C:18]([CH:20]([CH3:22])[CH3:21])[C:17]([OH:23])=[C:16]([CH:24]([CH3:26])[CH3:25])[CH:15]=1)=[O:13].Cl>CN(C)C=O>[OH:23][C:17]1[C:18]([CH:20]([CH3:22])[CH3:21])=[CH:19][C:14]([C:12](=[O:13])[CH2:11][O:8][C:5]2[CH:6]=[CH:7][C:2]([CH3:1])=[CH:3][CH:4]=2)=[CH:15][C:16]=1[CH:24]([CH3:26])[CH3:25] |f:0.1|. Reported procedure: To a solution of 4.47 g (30.6 mmol) of potassium 4-methylphenolate in 150 ml of dimethyl-formamide a solution of 3.90 g (15.3 mmol) of 2-chloro-1-(4-hydroxy-3,5-di-isopropylphenyl)-ethanone in 70 ml dimethylformamide is added at room temperature within a period of 100 minutes. After additional 2 hours of stirring at room temperature the pH is adjusted to 6-7 with 1 N HCl and the mixture is extracted with ethyl acetate. The collected organic phases are washed with water, dried and evaporated. Cry... The reactants are O=C1CCC(=O)N1Br, ClCCl, c1ccc(-c2cc3ncnc(Nc4ccc5[nH]ccc5c4)c3s2)cc1. Yields the product Brc1c[nH]c2ccc(Nc3ncnc4cc(-c5ccccc5)sc34)cc12. Reaction SMILES: [Br:26][N:27]1[C:28](=[O:29])[CH2:30][CH2:31][C:32]1=[O:33].[CH2:34]([Cl:35])[Cl:36].[nH:1]1[cH:2][cH:3][c:4]2[cH:5][c:6]([NH:10][c:11]3[c:12]4[c:13]([n:14][cH:15][n:16]3)[cH:17][c:18](-[c:20]3[cH:21][cH:22][cH:23][cH:24][cH:25]3)[s:19]4)[cH:7][cH:8][c:9]12>>[nH:1]1[cH:2][c:3]([Br:26])[c:4]2[cH:5][c:6]([NH:10][c:11]3[c:12]4[c:13]([n:14][cH:15][n:16]3)[cH:17][c:18](-[c:20]3[cH:21][cH:22][cH:23][cH:24][cH:25]3)[s:19]4)[cH:7][cH:8][c:9]12. Starting materials: BrB(Br)Br, CO, ClCCl, COc1cc(-c2ccnc3nc(C(F)(F)F)ccc23)ccc1F, [Na+], O=C([O-])O. The product is Oc1cc(-c2ccnc3nc(C(F)(F)F)ccc23)ccc1F. RXN SMILES: [B:24]([Br:25])([Br:26])[Br:27].[CH3:28][OH:29].[Cl:35][CH2:36][Cl:37].[F:1][c:2]1[c:3]([O:22][CH3:23])[cH:4][c:5](-[c:8]2[c:9]3[cH:10][cH:11][c:12]([C:18]([F:19])([F:20])[F:21])[n:13][c:14]3[n:15][cH:16][cH:17]2)[cH:6][cH:7]1.[Na+:30].[OH:31][C:32](=[O:33])[O-:34]>>[F:1][c:2]1[c:3]([OH:22])[cH:4][c:5](-[c:8]2[c:9]3[cH:10][cH:11][c:12]([C:18]([F:19])([F:20])[F:21])[n:13][c:14]3[n:15][cH:16][cH:17]2)[cH:6][cH:7]1. Reactants: [N+](=O)([O-])C=1C=C(C=O)C=CC1 (3-nitrobenzaldehyde), ClC=1C(=C(C=C2C(C(=CN(C12)C1CC1)C(=O)O)=O)F)F (8-chloro-1-cyclopropyl-6,7-difluoro-1,4-dihydro-4-oxo-3-quinolinecarboxylic acid), ClC=1C(=C(C=C2C(C(=CN(C12)C1CC1)C(=O)O)=O)F)N1C[C@H](CC1)N=CC1=CC(=CC=C1)[N+](=O)[O-] (8-chloro-1-cyclopropyl-6-fluoro-1,4-dihydro-7-[(S)-3-(3-nitrobenzylideneamino)-1-pyrrolidinyl]-4-oxo-3-quinolinecarboxylic acid). The product is Cl.N[C@@H]1CN(CC1)C1=C(C=C2C(C(=CN(C2=C1Cl)C1CC1)C(=O)O)=O)F (7-[(S)-3-amino-1-pyrrolidinyl]-8-chloro-1-cyclopropyl-6-fluoro-1,4-dihydro-4-oxo-3-quinolinecarboxylic acid hydrochloride). As a reaction SMILES: [N+](C1C=C(C=CC=1)C=O)([O-])=O.[Cl:12]C1C(F)=C(F)C=C2C=1N(C1CC1)C=C(C(O)=O)C2=O.[Cl:32][C:33]1[C:34]([N:51]2[CH2:55][CH2:54][C@H:53]([N:56]=CC3C=CC=C([N+]([O-])=O)C=3)[CH2:52]2)=[C:35]([F:50])[CH:36]=[C:37]2[C:42]=1[N:41]([CH:43]1[CH2:45][CH2:44]1)[CH:40]=[C:39]([C:46]([OH:48])=[O:47])[C:38]2=[O:49]>>[ClH:12].[NH2:56][C@H:53]1[CH2:54][CH2:55][N:51]([C:34]2[C:33]([Cl:32])=[C:42]3[C:37]([C:38](=[O:49])[C:39]([C:46]([OH:48])=[O:47])=[CH:40][N:41]3[CH:43]3[CH2:44][CH2:45]3)=[CH:36][C:35]=2[F:50])[CH2:52]1 |f:3.4|. Procedure: If, for example, the reaction mixture of 3-nitrobenzaldehyde and (S)-3-aminopyrrolidne is reacted with 8-chloro-1-cyclopropyl-6,7-difluoro-1,4-dihydro-4-oxo-3-quinolinecarboxylic acid in a one-pot reaction, the course of the reaction via the intermediately formed 8-chloro-1-cyclopropyl-6-fluoro-1,4-dihydro-7-[(S)-3-(3-nitrobenzylideneamino)-1-pyrrolidinyl]-4-oxo-3-quinolinecarboxylic acid to give 7-[(S)-3-amino-1-pyrrolidinyl]-8-chloro-1-cyclopropyl-6-fluoro-1,4-dihydro-4-oxo-3-quinolinecarboxyl...